Dataset: the Open Reaction Database (ORD), a public repository of structured organic reaction records. Task: describe an organic reaction: reactants, conditions, products, and yield Starting materials: BrC=1C=C(C(=NC1)N)C#C (5-bromo-3-ethynyl-pyridin-2-ylamine), C(C)(C)Br (isopropyl bromide), [N-]=[N+]=[N-].[Na+] (sodium azide). The reagents and catalysts are [Cu]I (CuI). Run in CCOC(=O)C (EtOAc), CC(C)(C)O.O (t-BuOH water). Conditions: temperature 80 celsius, time 2 hour. Product: BrC=1C=C(C(=NC1)N)C=1N=NN(C1)C(C)C (5-Bromo-3-(1-isopropyl-1H-[1,2,3]triazol-4-yl)-pyridin-2-ylamine). As a reaction SMILES: [CH:1](Br)([CH3:3])[CH3:2].[N-:5]=[N+:6]=[N-:7].[Na+].[Br:9][C:10]1[CH:11]=[C:12]([C:17]#[CH:18])[C:13]([NH2:16])=[N:14][CH:15]=1>CC(O)(C)C.O.CCOC(C)=O.[Cu]I>[Br:9][C:10]1[CH:11]=[C:12]([C:17]2[N:5]=[N:6][N:7]([CH:1]([CH3:3])[CH3:2])[CH:18]=2)[C:13]([NH2:16])=[N:14][CH:15]=1 |f:1.2,4.5|. Procedure: A mixture of isopropyl bromide (5.0 g, 40.65 mmol) and sodium azide (2.6 g, 40.65 mmol) in t-BuOH/water (1:2) (50 mL) was stirred for 2 h at 80° C. Then the reaction mixture was cooled to room temperature, to which was added 5-bromo-3-ethynyl-pyridin-2-ylamine (0.8 g, 4.065 mmol) and CuI (catalytic amount). The reaction mixture was stirred for 16 h at 80° C. The reaction mixture was cooled to RT, diluted with EtOAc (100 mL) and washed with water (50 mL). The organic layer was washed with brine s... Starting materials: NC1=NC(=C(C(=C1C#N)C1=CC=CC=C1)C#N)Cl (2-amino-6-chloro-4-phenyl-3,5-pyridinedicarbonitrile), CC(C)([O-])C.[K+] (potassium tert-butoxide), OCC1=CC=NC=C1 (4-hydroxymethylpyridine). Reagents/catalysts: C(C)(=O)O (acetic acid). The solvent is CS(=O)C (DMSO). Reaction conditions: temperature 60 celsius, time 16 hour. Yields the product NC1=NC(=C(C(=C1C#N)C1=CC=CC=C1)C#N)OCC1=CC=NC=C1 (2-Amino-4-phenyl-6-(4-pyridinylmethoxy)-3,5-pyridinedicarbonitrile). RXN SMILES: [NH2:1][C:2]1[C:7]([C:8]#[N:9])=[C:6]([C:10]2[CH:15]=[CH:14][CH:13]=[CH:12][CH:11]=2)[C:5]([C:16]#[N:17])=[C:4](Cl)[N:3]=1.CC(C)([O-])C.[K+].[OH:25][CH2:26][C:27]1[CH:32]=[CH:31][N:30]=[CH:29][CH:28]=1>CS(C)=O.C(O)(=O)C>[NH2:1][C:2]1[C:7]([C:8]#[N:9])=[C:6]([C:10]2[CH:15]=[CH:14][CH:13]=[CH:12][CH:11]=2)[C:5]([C:16]#[N:17])=[C:4]([O:25][CH2:26][C:27]2[CH:32]=[CH:31][N:30]=[CH:29][CH:28]=2)[N:3]=1 |f:1.2|. Procedure: 102 mg (0.4 mmol) of 2-amino-6-chloro-4-phenyl-3,5-pyridinedicarbonitrile [Quintela et al., Heterocycles 38, 1299-1305 (1994)] are, together with 54 mg (0.48 mmol) of potassium tert-butoxide and 131 mg (1.2 mmol) of 4-hydroxymethylpyridine, dissolved in 1.5 ml of DMSO, and the mixture is stirred at 60° C. for about 16 h. The reaction mixture is acidified with two drops of glacial acetic acid. The solution is purified by preparative HPLC on reversed-phase silica gel (gradient: water+0.1% formic a... Starting materials: CCCCO, CNN, Clc1ccc(-c2ccccc2)nn1. Yields the product CN(N)c1ccc(-c2ccccc2)nn1. RXN SMILES: [CH2:17]([OH:18])[CH2:19][CH2:20][CH3:21].[CH3:14][NH:15][NH2:16].[c:1]1(-[c:7]2[cH:8][cH:9][c:10]([Cl:13])[n:11][n:12]2)[cH:2][cH:3][cH:4][cH:5][cH:6]1>>[c:1]1(-[c:7]2[cH:8][cH:9][c:10]([N:15]([CH3:14])[NH2:16])[n:11][n:12]2)[cH:2][cH:3][cH:4][cH:5][cH:6]1. Reactants: C1(CC1)S(=O)(=O)C1=C(C=C(C=C1)NC(=O)OC)[C@@H]1N(CCC1)C(=O)OC(C)(C)C ((R)-tert-Butyl 2-(2-(cyclopropylsulfonyl)-5-(methoxycarbonylamino)phenyl)pyrrolidine-1-carboxylate), Cl (HCl), O1CCOCC1 (dioxane). Run in CCOC(=O)C (EtOAc). Run at time 4 hour. Yields the product Cl.C1(CC1)S(=O)(=O)C1=C(C=C(C=C1)NC(OC)=O)[C@@H]1NCCC1 ((R)-Methyl 4-(cyclopropylsulfonyl)-3-(pyrrolidin-2-yl)phenylcarbamate hydrochloride). Yield: 95.0%. Reaction SMILES: [CH:1]1([S:4]([C:7]2[CH:12]=[CH:11][C:10]([NH:13][C:14]([O:16][CH3:17])=[O:15])=[CH:9][C:8]=2[C@H:18]2[CH2:22][CH2:21][CH2:20][N:19]2C(OC(C)(C)C)=O)(=[O:6])=[O:5])[CH2:3][CH2:2]1.[ClH:30].O1CCOCC1>CCOC(C)=O>[ClH:30].[CH:1]1([S:4]([C:7]2[CH:12]=[CH:11][C:10]([NH:13][C:14](=[O:15])[O:16][CH3:17])=[CH:9][C:8]=2[C@H:18]2[CH2:22][CH2:21][CH2:20][NH:19]2)(=[O:6])=[O:5])[CH2:2][CH2:3]1 |f:4.5|. Procedure details: To 85I (1.63 g, 3.84 mmol) in EtOAc (15.0 mL) at rt was added 4.0 N HCl in dioxane (30 mL, 120 mmol). The mixture was stirred at rt for 4.0 h. TLC and LC-MS indicated a clean formation of the product. After evaporation of solvent, 85J (1.31 g, 95% yield) was obtained as a white solid. 1H NMR (400 MHz, Methanol-d4) δ ppm 0.98-1.10 (m, 3H) 1.21-1.33 (m, 1H) 2.10-2.20 (m, 1H) 2.24-2.34 (m, 2 H) 2.41-2.50 (m, 1H) 2.80-2.89 (m, 1H) 3.31-3.41 (m, 2H) 3.70 (s, 3H) 5.45 (t, J=7.69 Hz, 1H) 7.54 (dd, J=8.... The yield is 91.0%. The reactants are C(C)OC(=O)C=1N=NC(=CC1)NCC=1C(=NOC1C)C1=CC=C(C=C1)F (6-{[3-(4-fluoro-phenyl)-5-methyl-isoxazol-4-ylmethyl]-amino}-pyridazine-3-carboxylic acid ethyl ester), COC(=O)C=1N=NC(=CC1)NCC=1C(=NOC1C)C1=CC=CC=C1 (6-[(5-methyl-3-phenyl-isoxazol-4-ylmethyl)-amino]-pyridazine-3-carboxylic acid methyl ester). RXN SMILES: C([O:3][C:4]([C:6]1[N:7]=[N:8][C:9]([NH:12][CH2:13][C:14]2[C:15]([C:20]3[CH:25]=[CH:24][C:23]([F:26])=[CH:22][CH:21]=3)=[N:16][O:17][C:18]=2[CH3:19])=[CH:10][CH:11]=1)=O)C.COC(C1N=NC(NCC2[C:40]([C:45]3[CH:50]=[CH:49]C=CC=3)=[N:41]OC=2C)=CC=1)=O>>[CH:45]1([CH2:40][NH:41][C:4]([C:6]2[N:7]=[N:8][C:9]([NH:12][CH2:13][C:14]3[C:15]([C:20]4[CH:21]=[CH:22][C:23]([F:26])=[CH:24][CH:25]=4)=[N:16][O:17][C:18]=3[CH3:19])=[CH:10][CH:11]=2)=[O:3])[CH2:50][CH2:49]1. Procedure: As described for example 73c, 6-{[3-(4-fluoro-phenyl)-5-methyl-isoxazol-4-ylmethyl]-amino}-pyridazine-3-carboxylic acid ethyl ester (89 mg, 0.25 mmol) was converted, instead of 6-[(5-methyl-3-phenyl-isoxazol-4-ylmethyl)-amino]-pyridazine-3-carboxylic acid methyl ester, to the title compound (87 mg, 91%) which was obtained as an off white foam. MS: m/e=382.4 [M+H]+. Product: C1(CC1)CNC(=O)C=1N=NC(=CC1)NCC=1C(=NOC1C)C1=CC=C(C=C1)F (6-{[3-(4-Fluoro-phenyl)-5-methyl-isoxazol-4-ylmethyl]-amino}-pyridazine-3-carboxylic acid cyclopropylmethyl-amide). Reactants: B, C=CCC1(C(C)C)CCN(C(C)c2ccc(Cl)cc2)C(=O)O1, C1CCOC1, C1CCOC1, Cl, [Na+], [OH-], O, OO. Product: CC(c1ccc(Cl)cc1)N1CCC(CCCO)(C(C)C)OC1=O. Reaction SMILES: [BH3:23].[CH2:1]([CH:2]=[CH2:3])[C:4]1([CH:20]([CH3:21])[CH3:22])[CH2:5][CH2:6][N:7]([CH:11]([CH3:12])[c:13]2[cH:14][cH:15][c:16]([Cl:19])[cH:17][cH:18]2)[C:8](=[O:10])[O:9]1.[CH2:24]1[CH2:27][CH2:26][CH2:25][O:28]1.[CH2:34]1[O:35][CH2:36][CH2:37][CH2:38]1.[ClH:33].[Na+:30].[OH-:29].[OH2:39].[OH:31][OH:32]>>[CH2:1]([CH2:2][CH2:3][OH:28])[C:4]1([CH:20]([CH3:21])[CH3:22])[CH2:5][CH2:6][N:7]([CH:11]([CH3:12])[c:13]2[cH:14][cH:15][c:16]([Cl:19])[cH:17][cH:18]2)[C:8](=[O:10])[O:9]1. Reactants: CN1N=C(C=2C(C1=O)=CNC2)CC(C)C (2,6-dihydro-2-methyl-4(2-methylpropyl)-1H-pyrrolo[3,4-d]pyridazin-1-one), COC=1C=C(CCl)C=C(C1OC)OC (3,4,5-trimethoxybenzyl chloride), C([O-])([O-])=O.[Cs+].[Cs+] (cesium carbonate). Solvent: CN(C=O)C (dimethyl formamide), Cl (hydrochloric acid). Reaction conditions: time 16 hour. Yields the product CN1N=C(C=2C(C1=O)=CN(C2)CC2=CC(=C(C(=C2)OC)OC)OC)CC(C)C (2,6-dihydro-2-methyl-4-(2-methylpropyl)-6-[3,4,5-trimethoxyphenyl]methyl-1H-pyrrolo[3,4-d]pyridazin-1-one). As a reaction SMILES: [CH3:1][N:2]1[C:7](=[O:8])[C:6]2=[CH:9][NH:10][CH:11]=[C:5]2[C:4]([CH2:12][CH:13]([CH3:15])[CH3:14])=[N:3]1.[CH3:16][O:17][C:18]1[CH:19]=[C:20]([CH:23]=[C:24]([O:28][CH3:29])[C:25]=1[O:26][CH3:27])[CH2:21]Cl.C(=O)([O-])[O-].[Cs+].[Cs+]>CN(C)C=O.Cl>[CH3:1][N:2]1[C:7](=[O:8])[C:6]2=[CH:9][N:10]([CH2:21][C:20]3[CH:23]=[C:24]([O:28][CH3:29])[C:25]([O:26][CH3:27])=[C:18]([O:17][CH3:16])[CH:19]=3)[CH:11]=[C:5]2[C:4]([CH2:12][CH:13]([CH3:15])[CH3:14])=[N:3]1 |f:2.3.4|. Procedure details: A mixture of 2,6-dihydro-2-methyl-4(2-methylpropyl)-1H-pyrrolo[3,4-d]pyridazin-1-one (Example 18 step a, 0.031 g), 3,4,5-trimethoxybenzyl chloride (0.038 g), and cesium carbonate (0.090 g) in dry dimethyl formamide (0.8 ml) was stirred for 16 hours, and then diluted with dilute hydrochloric acid. The mixture was extracted with ethyl acetate, which was washed with brine, dried, and evaporated to a solid. The solid was purified by chromatography on silica (dichloromethane/ethanol 9:1) to give 2,6-... The reactants are ClC1=CC=2N(C=C1)C(=CN2)I (7-chloro-3-iodo-imidazo[1,2-a]pyridine), CC1(OB(OC1(C)C)C1=CC=C(N)C=C1)C (4-(4,4,5,5-tetramethyl-1,3,2-dioxaborolan-2-yl)aniline), C([O-])([O-])=O.[K+].[K+] (potassium carbonate), O1CCOCC1 (dioxane). Reagents/catalysts: Cl[Pd]([P](C1=CC=CC=C1)(C2=CC=CC=C2)C3=CC=CC=C3)([P](C4=CC=CC=C4)(C5=CC=CC=C5)C6=CC=CC=C6)Cl (dichlorobis(triphenylphosphine)palladium). Solvent: O (water). Product: ClC1=CC=2N(C=C1)C(=CN2)C2=CC=C(C=C2)N (4-(7-Chloro-imidazo[1,2-a]pyridin-3-yl)-phenylamine). Yield: 97.0%. Reaction SMILES: [Cl:1][C:2]1[CH:7]=[CH:6][N:5]2[C:8](I)=[CH:9][N:10]=[C:4]2[CH:3]=1.CC1(C)C(C)(C)OB([C:20]2[CH:26]=[CH:25][C:23]([NH2:24])=[CH:22][CH:21]=2)O1.C(=O)([O-])[O-].[K+].[K+].O1CCOCC1>Cl[Pd](Cl)([P](C1C=CC=CC=1)(C1C=CC=CC=1)C1C=CC=CC=1)[P](C1C=CC=CC=1)(C1C=CC=CC=1)C1C=CC=CC=1.O>[Cl:1][C:2]1[CH:7]=[CH:6][N:5]2[C:8]([C:20]3[CH:26]=[CH:25][C:23]([NH2:24])=[CH:22][CH:21]=3)=[CH:9][N:10]=[C:4]2[CH:3]=1 |f:2.3.4,^1:42,61|. Procedure: To a round bottomed flask add 7-chloro-3-iodo-imidazo[1,2-a]pyridine (3.0 g, 0.011 mol), add 4-(4,4,5,5-tetramethyl-1,3,2-dioxaborolan-2-yl)aniline (2.6 g, 1.1 equiv.), potassium carbonate (4.5 g, 3 equiv.), dioxane (40 mL), and water (20 mL). Deoxygenate this mixture thoroughly with N2 then add dichlorobis(triphenylphosphine)palladium (II) (0.23 g, 0.03 equiv.) and reflux the reaction overnight under N2. Concentrate the reaction to dryness and slurry in DCM. Filter this slurry thru Celite® and ... Reactants: FC1=CC=C2C(=CNC2=C1)CC(=O)N (2-(6-fluoro-1H-indol-3-yl)acetamide), COC(C(=O)C1=CN2C(CCC3=CC=CC1=C23)CO)=O ((4-hydroxymethyl-5,6-dihydro-4H-pyrrolo[3,2,1-ij]quinolin-1-yl)oxoacetic acid methyl ester). Product: FC1=CC=C2C(=CNC2=C1)C=1C(NC(C1C1=CN2C(CCC3=CC=CC1=C23)CO)=O)=O (3-(6-Fluoro-1H-indol-3-yl)-4-(4-hydroxylmethyl-5,6-dihydro-4H-pyrrolo[3,2,1-ij]quinolin-1-yl)pyrrole-2,5-dione). RXN SMILES: [F:1][C:2]1[CH:10]=[C:9]2[C:5]([C:6]([CH2:11][C:12]([NH2:14])=[O:13])=[CH:7][NH:8]2)=[CH:4][CH:3]=1.C[O:16][C:17](=O)[C:18]([C:20]1[C:30]2=[C:31]3[C:26](=[CH:27][CH:28]=[CH:29]2)[CH2:25][CH2:24][CH:23]([CH2:32][OH:33])[N:22]3[CH:21]=1)=O>>[F:1][C:2]1[CH:10]=[C:9]2[C:5]([C:6]([C:11]3[C:12](=[O:13])[NH:14][C:17](=[O:16])[C:18]=3[C:20]3[C:30]4=[C:31]5[C:26](=[CH:27][CH:28]=[CH:29]4)[CH2:25][CH2:24][CH:23]([CH2:32][OH:33])[N:22]5[CH:21]=3)=[CH:7][NH:8]2)=[CH:4][CH:3]=1. Procedure details: Beginning with 2-(6-fluoro-1H-indol-3-yl)acetamide and (4-hydroxymethyl-5,6-dihydro-4H-pyrrolo[3,2,1-ij]quinolin-1-yl)oxoacetic acid methyl ester, the title compound was prepared essentially as described in Example 1.